From a dataset of the Open Reaction Database (ORD), a public repository of structured organic reaction records. describe an organic reaction: reactants, conditions, products, and yield The reactants are COC(=O)CCC(=O)OC=1C(=C(C2=C(SC(O2)CCC(=O)OC)C1C)C)C (methyl 3-[5-(3-methoxycarbonylpropionyloxy)-4,6,7-trimethyl-1,3-benzoxathiole-2-yl]propionate), N (ammonia). Solvent: CO (methanol). Product: OC=1C(=C(C2=C(SC(O2)CCC(=O)N)C1C)C)C (3-(5-Hydroxy-4,6,7-trimethyl-1,3-benzoxathiole-2-yl)-propionamide). As a reaction SMILES: COC(CCC([O:9][C:10]1[C:11]([CH3:27])=[C:12]([CH3:26])[C:13]2[O:17][CH:16]([CH2:18][CH2:19][C:20](OC)=[O:21])[S:15][C:14]=2[C:24]=1[CH3:25])=O)=O.[NH3:28]>CO>[OH:9][C:10]1[C:11]([CH3:27])=[C:12]([CH3:26])[C:13]2[O:17][CH:16]([CH2:18][CH2:19][C:20]([NH2:28])=[O:21])[S:15][C:14]=2[C:24]=1[CH3:25]. Procedure: 4.9 g of methyl 3-[5-(3-methoxycarbonylpropionyloxy)-4,6,7-trimethyl-1,3-benzoxathiole-2-yl]propionate (prepared as described in Example 31) was dissolved in 60 ml of methanol, and 17 g of 28% w/v aqueous ammonia was added to the solution. The reaction mixture was then allowed to react for 5 days at room temperature. At the end of this time, the solvent was distilled off under reduced pressure, and the residue was dissolved in ethyl acetate. The resulting solution was washed with water and dried... Starting materials: Cl (hydrochloric acid), CSC1=NN=C(S1)CC1=C(C=CC=C1)S(=O)(=O)N (2-[[5-(Methylthio)-1,3,4-thiadiazol-2-yl]methyl]benzenesulfonamide), C1(=CC=CC=C1)OC(NC1=NC(=NC(=N1)OC)C)=O (phenyl(4-methoxy-6-methyl-1,3,5-triazin-2-yl)carbamate), C1CCC2=NCCCN2CC1 (DBU). Run in O1CCOCC1 (p-dioxane), O (water). Conditions: time 2 hour. Yields the product COC1=NC(=NC(=N1)C)NC(=O)NS(=O)(=O)C1=C(C=CC=C1)CC=1SC(=NN1)SC (N-[(4-Methoxy-6-methyl-1,3,5-triazin-2-yl)aminocarbonyl]-2-[[5-(methylthio)-1,3,4-thiadiazol-2-yl]methyl]-benzenesulfonamide). Yield: 32.2%. Reaction SMILES: [CH3:1][S:2][C:3]1[S:7][C:6]([CH2:8][C:9]2[CH:14]=[CH:13][CH:12]=[CH:11][C:10]=2[S:15]([NH2:18])(=[O:17])=[O:16])=[N:5][N:4]=1.C1([O:25][C:26](=O)[NH:27][C:28]2[N:33]=[C:32]([O:34][CH3:35])[N:31]=[C:30]([CH3:36])[N:29]=2)C=CC=CC=1.C1CCN2C(=NCCC2)CC1.Cl>O1CCOCC1.O>[CH3:35][O:34][C:32]1[N:31]=[C:30]([CH3:36])[N:29]=[C:28]([NH:27][C:26]([NH:18][S:15]([C:10]2[CH:11]=[CH:12][CH:13]=[CH:14][C:9]=2[CH2:8][C:6]2[S:7][C:3]([S:2][CH3:1])=[N:4][N:5]=2)(=[O:16])=[O:17])=[O:25])[N:33]=1. Reported procedure: By the procedure of Example 4, 0.3 g of the sulfonamide prepared in Example 3 was reacted with 0.29 g of phenyl(4-methoxy-6-methyl-1,3,5-triazin-2-yl)carbamate and 0.15 g of "DBU" in 10 ml of p-dioxane. After stirring two hours at room temperature the solution was diluted with about 75 ml of water and acidified with concentrated hydrochloric acid (red to litmus paper). Following filtration, the residue was washed with water (2×20ml) then with ether (1×20ml) and suction-dried to give 0.15 g of th... Reactants: ClC1=C(C(=CC=C1)CC=C)C (1-chloro-2-methyl-3-prop-2-enylbenzene), C(CN)N (ethylenediamine), O (water), [Cu]C#N (copper(I) cyanide). Solvent: CN1C(CCC1)=O (N-methylpyrrolidone). Conditions: temperature 190 celsius, time 14 hour. Yields the product C(#N)C1=C(C(=CC=C1)CC=C)C (1-cyano-2-mehtyl-3-prop-2-enylbenzene). Isolated yield 50.9%. RXN SMILES: Cl[C:2]1[CH:7]=[CH:6][CH:5]=[C:4]([CH2:8][CH:9]=[CH2:10])[C:3]=1[CH3:11].[Cu][C:13]#[N:14].C(N)CN.O>CN1CCCC1=O>[C:13]([C:2]1[CH:7]=[CH:6][CH:5]=[C:4]([CH2:8][CH:9]=[CH2:10])[C:3]=1[CH3:11])#[N:14]. Reported procedure: 30 g of 1-chloro-2-methyl-3-prop-2-enylbenzene are dissolved in 150 ml of N-methylpyrrolidone, and 25 g of copper(I) cyanide are added. The reaction mixture is heated at 190° C. for 30 hours while stirring. After the mixture has been cooled to 20° C., 125 ml of ethylenediamine and 300 ml of water are added. Stirring is then carried out for 1 hour at 50° C. and for 14 hours at 20° C. Working up is effected by extracting with diethyl ether, washing the organic phase and drying over sodium sulfate,... The reactants are O=C([O-])[O-], CCCCCCCCCCN, [K+], [K+], C1COCCO1, CC1(C)CC(C(O)CNc2nc(Cl)nc(NCC(O)C3CC(C)(C)NC(C)(C)C3)n2)CC(C)(C)N1. The product is CCCCCCCCCCNc1nc(NCC(O)C2CC(C)(C)NC(C)(C)C2)nc(NCC(O)C2CC(C)(C)NC(C)(C)C2)n1. RXN SMILES: [C:47](=[O:48])([O-:49])[O-:50].[CH2:36]([CH2:37][CH2:38][CH2:39][CH2:40][CH2:41][CH2:42][CH2:43][CH2:44][CH3:45])[NH2:46].[K+:51].[K+:52].[O:53]1[CH2:54][CH2:55][O:56][CH2:57][CH2:58]1.[OH:1][CH:2]([CH2:3][NH:4][c:5]1[n:6][c:7]([Cl:25])[n:8][c:9]([NH:11][CH2:12][CH:13]([OH:14])[CH:15]2[CH2:16][C:17]([CH3:23])([CH3:24])[NH:18][C:19]([CH3:21])([CH3:22])[CH2:20]2)[n:10]1)[CH:26]1[CH2:27][C:28]([CH3:34])([CH3:35])[NH:29][C:30]([CH3:32])([CH3:33])[CH2:31]1>>[OH:1][CH:2]([CH2:3][NH:4][c:5]1[n:6][c:7]([NH:46][CH2:36][CH2:37][CH2:38][CH2:39][CH2:40][CH2:41][CH2:42][CH2:43][CH2:44][CH3:45])[n:8][c:9]([NH:11][CH2:12][CH:13]([OH:14])[CH:15]2[CH2:16][C:17]([CH3:23])([CH3:24])[NH:18][C:19]([CH3:21])([CH3:22])[CH2:20]2)[n:10]1)[CH:26]1[CH2:27][C:28]([CH3:34])([CH3:35])[NH:29][C:30]([CH3:32])([CH3:33])[CH2:31]1. The reactants are CC(=O)SC1COC(c2ccccc2)OC1, C[O-], CCO, CC1OC1(Cn1cncn1)c1ccccc1F, [Na+]. Product: CC(SC1COC(c2ccccc2)OC1)C(O)(Cn1cncn1)c1ccccc1F. As a reaction SMILES: [C:21](=[O:22])([CH3:23])[S:24][CH:25]1[CH2:26][O:27][CH:28]([c:31]2[cH:32][cH:33][cH:34][cH:35][cH:36]2)[O:29][CH2:30]1.[CH3:1][O-:2].[CH3:37][CH2:38][OH:39].[F:4][c:5]1[c:6]([C:11]2([CH2:15][n:16]3[n:17][cH:18][n:19][cH:20]3)[O:12][CH:13]2[CH3:14])[cH:7][cH:8][cH:9][cH:10]1.[Na+:3]>>[F:4][c:5]1[c:6]([C:11]([OH:12])([CH:13]([CH3:14])[S:24][CH:25]2[CH2:26][O:27][CH:28]([c:31]3[cH:32][cH:33][cH:34][cH:35][cH:36]3)[O:29][CH2:30]2)[CH2:15][n:16]2[n:17][cH:18][n:19][cH:20]2)[cH:7][cH:8][cH:9][cH:10]1. Isolated yield 56.8%. The reactants are ClC1=CC=C(C=C1)S(=O)(=O)C1=CC=C(C(=N1)CC1=C(C=CC(=C1)F)F)CNS(=O)(=O)C1=CC(=CC=C1)C#N (N-[[6-(4-chlorophenylsulfonyl)(2,5-difluorophenyl)methylpyridin-3-yl]methyl]-3-cyanobenzenesulfonamide), N(=NC(=O)OC(C)C)C(=O)OC(C)C (diisopropyl azodicarboxylate), CO (methanol), C1(=CC=CC=C1)P(C1=CC=CC=C1)C1=CC=CC=C1 (triphenylphosphine). The solvent is C(C)(=O)OCC (ethyl acetate), CCCCCC (hexane), O1CCCC1 (tetrahydrofuran). Run at time 2 hour. As a reaction SMILES: [Cl:1][C:2]1[CH:7]=[CH:6][C:5]([S:8]([C:11]2[N:16]=[C:15]([CH2:17][C:18]3[CH:23]=[C:22]([F:24])[CH:21]=[CH:20][C:19]=3[F:25])[C:14]([CH2:26][NH:27][S:28]([C:31]3[CH:36]=[CH:35][CH:34]=[C:33]([C:37]#[N:38])[CH:32]=3)(=[O:30])=[O:29])=[CH:13][CH:12]=2)(=[O:10])=[O:9])=[CH:4][CH:3]=1.CO.[C:41]1(P(C2C=CC=CC=2)C2C=CC=CC=2)C=CC=CC=1.N(C(OC(C)C)=O)=NC(OC(C)C)=O>O1CCCC1.C(OCC)(=O)C.CCCCCC>[Cl:1][C:2]1[CH:7]=[CH:6][C:5]([S:8]([C:11]2[N:16]=[C:15]([CH2:17][C:18]3[CH:23]=[C:22]([F:24])[CH:21]=[CH:20][C:19]=3[F:25])[C:14]([CH2:26][N:27]([CH3:41])[S:28]([C:31]3[CH:36]=[CH:35][CH:34]=[C:33]([C:37]#[N:38])[CH:32]=3)(=[O:30])=[O:29])=[CH:13][CH:12]=2)(=[O:10])=[O:9])=[CH:4][CH:3]=1. Product: ClC1=CC=C(C=C1)S(=O)(=O)C1=CC=C(C(=N1)CC1=C(C=CC(=C1)F)F)CN(S(=O)(=O)C1=CC(=CC=C1)C#N)C (N-[[6-(4-Chlorophenylsulfonyl)(2,5-difluorophenyl)methylpyridin-3-yl]methyl]-3-cyano-N-methylbenzenesulfonamide). Procedure: To a solution of N-[[6-(4-chlorophenylsulfonyl)(2,5-difluorophenyl)methylpyridin-3-yl]methyl]-3-cyanobenzenesulfonamide (21 mg, 0.037 mmol) in tetrahydrofuran (0.5 ml) were successively added methanol (0.003 ml, 0.073 mmol), triphenylphosphine (19 mg, 0.073 mmol) and diisopropyl azodicarboxylate (0.014 ml, 0.073 mmol) at 0° C. The resulting mixture was stirred at room temperature for 2 hours. The reaction mixture was concentrated under reduced pressure. The residue thus obtained was subjected to...